This data is from the Open Reaction Database (ORD), a public repository of structured organic reaction records. The task is: describe an organic reaction: reactants, conditions, products, and yield Reactants: CN1CC2=C(N(C=3C=CC(=CC23)C)CCN)CC1 (2-(1,2,3,4-tetrahydro-2,8-dimethylpyrido[4,3-b]indol-5-yl)ethanamine), ClC1=C(C(=O)O)C=CC(=C1)F (2-chloro 4-fluoro benzoic acid), C1(CCCCC1)N=C=NC1CCCCC1 (N,N′-dicyclohexylcarbodiimide). The reagents and catalysts are CN(C1=CC=NC=C1)C (4-dimethylaminopyridine). The solvent is ClCCl (dichloromethane). Run at time 3 hour. Yields the product ClC1=C(C(=O)NCCN2C3=C(C=4C=C(C=CC24)C)CN(CC3)C)C=CC(=C1)F (2-chloro-4-fluoro-N-(2-(1,2,3,4-tetrahydro-2,8-dimethylpyrido[4,3-b]indol-5-yl)ethyl)benzamide). Yield: 1.8%. As a reaction SMILES: [CH3:1][N:2]1[CH2:18][CH2:17][C:5]2[N:6]([CH2:14][CH2:15][NH2:16])[C:7]3[CH:8]=[CH:9][C:10]([CH3:13])=[CH:11][C:12]=3[C:4]=2[CH2:3]1.[Cl:19][C:20]1[CH:28]=[C:27]([F:29])[CH:26]=[CH:25][C:21]=1[C:22](O)=[O:23].C1(N=C=NC2CCCCC2)CCCCC1>CN(C)C1C=CN=CC=1.ClCCl>[Cl:19][C:20]1[CH:28]=[C:27]([F:29])[CH:26]=[CH:25][C:21]=1[C:22]([NH:16][CH2:15][CH2:14][N:6]1[C:7]2[CH:8]=[CH:9][C:10]([CH3:13])=[CH:11][C:12]=2[C:4]2[CH2:3][N:2]([CH3:1])[CH2:18][CH2:17][C:5]1=2)=[O:23]. Procedure: A mixture of 2-(1,2,3,4-tetrahydro-2,8-dimethylpyrido[4,3-b]indol-5-yl)ethanamine (100 mg, 0.41 mmol), 2-chloro 4-fluoro benzoic acid (71.8 mg, 0.41 mmol), N,N′-dicyclohexylcarbodiimide (93 mg, 0.45 mmol) and 4-dimethylaminopyridine (55.22 mg, 0.45 mmol) in dry dichloromethane (2.5 ml) were stirred at room temperature for 3 h. The reaction mixture was filtered through Celite and concentrated by rotary evaporation to obtain 2.93 mg of 2-chloro-4-fluoro-N-(2-(1,2,3,4-tetrahydro-2,8-dimethylpyrido[...